From a dataset of the Open Reaction Database (ORD), a public repository of structured organic reaction records. describe an organic reaction: reactants, conditions, products, and yield As a reaction SMILES: [C:46](#[N:47])[CH2:48][CH3:49].[CH2-:30][CH2:31][CH2:32][CH2:33][CH3:34].[CH3:14][N:15]([S+:16]([N:17]([CH3:18])[CH3:19])[N:20]([CH3:21])[CH3:22])[CH3:23].[CH3:24][Si-:25]([CH3:26])([F:27])([F:28])[CH3:29].[CH3:43][C:44]#[N:45].[F:1][C:2]1=[C:3]([F:13])[C:4]([F:11])([F:12])[C:5]([F:9])([F:10])[C:6]1([F:7])[F:8].[N:35]#[C:36][c:37]1[cH:38][cH:39][cH:40][cH:41][cH:42]1>>[CH3:14][N:15]([S+:16]([N:17]([CH3:18])[CH3:19])[N:20]([CH3:21])[CH3:22])[CH3:23].[F:1][C-:2]1[C:3]([F:13])([F:27])[C:4]([F:11])([F:12])[C:5]([F:9])([F:10])[C:6]1([F:7])[F:8]. Starting materials: CCC#N, [CH2-]CCCC, CN(C)[S+](N(C)C)N(C)C, C[Si-](C)(C)(F)F, CC#N, FC1=C(F)C(F)(F)C(F)(F)C1(F)F, N#Cc1ccccc1. Product: CN(C)[S+](N(C)C)N(C)C, F[C-]1C(F)(F)C(F)(F)C(F)(F)C1(F)F.